This data is from the Open Reaction Database (ORD), a public repository of structured organic reaction records. The task is: describe an organic reaction: reactants, conditions, products, and yield Reactants: C(C)(C)[Mg]Br (isopropylmagnesium bromide), BrC=1C=C(CC#N)C=CC1OC (3-bromo-4-methoxybenzyl cyanide), [1,1′-bis(diphenylphosphino)ferrocene]dichloropalladium (II)-dichloromethane, Cl (Hydrochloric acid). Reagents/catalysts: [Br-].[Zn+2].[Br-] (zinc bromide). Solvent: O1CCCC1 (tetrahydrofuran). Conditions: temperature -78 celsius, time 15 minute. Yields the product C(C)(C)C=1C=C(C=CC1OC)CC#N ((3-isopropyl-4-methoxyphenyl)acetonitrile). Isolated yield 83.5%. RXN SMILES: [CH:1]([Mg]Br)([CH3:3])[CH3:2].Br[C:7]1[CH:8]=[C:9]([CH:13]=[CH:14][C:15]=1[O:16][CH3:17])[CH2:10][C:11]#[N:12].Cl>O1CCCC1.[Br-].[Zn+2].[Br-]>[CH:1]([C:7]1[CH:8]=[C:9]([CH2:10][C:11]#[N:12])[CH:13]=[CH:14][C:15]=1[O:16][CH3:17])([CH3:3])[CH3:2] |f:4.5.6|. Procedure details: An isopropylmagnesium bromide-0.63M tetrahydrofuran solution (3.2 ml, 2.0 mmol) was added dropwise to a solution of zinc bromide (473 mg, 2.1 mmol) in tetrahydrofuran (2 ml) under ice-cooling. After the mixture was stirred for 15 minutes, the reaction mixture was cooled to −78° C. After 3-bromo-4-methoxybenzyl cyanide (226 mg, 1.0 mmol) and [1,1′-bis(diphenylphosphino)ferrocene]dichloropalladium (II)-dichloromethane adduct (32 mg, 0.04 mmol) were added to the mixture at −78° C., the temperature ... Starting materials: C1CCOC1, CCN(C(C)C)C(C)C, O=C(Cl)c1ccc(CCl)cc1, CC(C)(C)OC(=O)Nc1ccc(-c2ccccc2)cc1N, [Na+], O=C([O-])O. Yields the product CC(C)(C)OC(=O)Nc1ccc(-c2ccccc2)cc1NC(=O)c1ccc(CCl)cc1. As a reaction SMILES: [CH2:47]1[O:48][CH2:49][CH2:50][CH2:51]1.[CH:33]([N:34]([CH2:35][CH3:36])[CH:37]([CH3:38])[CH3:39])([CH3:40])[CH3:41].[Cl:1][CH2:2][c:3]1[cH:4][cH:5][c:6]([C:7](=[O:8])[Cl:9])[cH:10][cH:11]1.[NH2:12][c:13]1[cH:14][c:15](-[c:27]2[cH:28][cH:29][cH:30][cH:31][cH:32]2)[cH:16][cH:17][c:18]1[NH:19][C:20]([O:21][C:22]([CH3:23])([CH3:24])[CH3:25])=[O:26].[Na+:46].[O-:42][C:43]([OH:44])=[O:45]>>[Cl:1][CH2:2][c:3]1[cH:4][cH:5][c:6]([C:7](=[O:8])[NH:12][c:13]2[cH:14][c:15](-[c:27]3[cH:28][cH:29][cH:30][cH:31][cH:32]3)[cH:16][cH:17][c:18]2[NH:19][C:20]([O:21][C:22]([CH3:23])([CH3:24])[CH3:25])=[O:26])[cH:10][cH:11]1. The reactants are C[Mg]Br (methylmagnesium bromide), C1(=CC=CC=C1)[C@H](C)NC1=NC=CC(=N1)N1C=NC2=C1C=CC(=C2)C(=O)N(OC)C (2-[(S)-1-phenylethylamino]-4-[5-(N-methyl-N-methoxyaminocarbonyl)-benzimidazol-1-yl]pyrimidine). Run in C(Cl)Cl (CH2Cl2), C(Cl)Cl (CH2Cl2). Run at time 5 hour. Product: C1(=CC=CC=C1)[C@H](C)NC1=NC=CC(=N1)N1C=NC2=C1C=CC(=C2)C(=O)C (2-[(S)-1-phenylethylamino]-4-[5-(methylcarbonyl)-benzimidazol-1-yl]pyrimidine). Isolated yield 77.0%. Reaction SMILES: [CH3:1][Mg]Br.[C:4]1([C@@H:10]([NH:12][C:13]2[N:18]=[C:17]([N:19]3[C:23]4[CH:24]=[CH:25][C:26]([C:28](N(C)OC)=[O:29])=[CH:27][C:22]=4[N:21]=[CH:20]3)[CH:16]=[CH:15][N:14]=2)[CH3:11])[CH:9]=[CH:8][CH:7]=[CH:6][CH:5]=1>C(Cl)Cl>[C:4]1([C@@H:10]([NH:12][C:13]2[N:18]=[C:17]([N:19]3[C:23]4[CH:24]=[CH:25][C:26]([C:28]([CH3:1])=[O:29])=[CH:27][C:22]=4[N:21]=[CH:20]3)[CH:16]=[CH:15][N:14]=2)[CH3:11])[CH:5]=[CH:6][CH:7]=[CH:8][CH:9]=1. Procedure: To a solution of methylmagnesium bromide (980 μL, 1.4 M, 13.8 mmol) in CH2Cl2 (0.5 mL) at 0° C. was added 2-[(S)-1-phenylethylamino]-4-[5-(N-methyl-N-methoxyaminocarbonyl)-benzimidazol-1-yl]pyrimidine (55.4 mg, 0.138 mmol) in CH2Cl2 (1.0 mL) slowly. The reaction mixture was warmed to room temperature slowly and continued stirring for 5 h. The reaction mixture was quenched with saturated aqueous NH4Cl then extracted with CH2Cl2. The combined extracts were washed with brine and dried over Na2SO4. ...